describe an organic reaction: reactants, conditions, products, and yield From a dataset of the Open Reaction Database (ORD), a public repository of structured organic reaction records. The reactants are C1CCOC1, COc1ccc(CCC(=O)O)cc1OC, CCOC(=O)Cl, [NH4+], [OH-]. Yields the product COc1ccc(CCC(N)=O)cc1OC. RXN SMILES: [CH2:24]1[O:25][CH2:26][CH2:27][CH2:28]1.[CH3:1][O:2][c:3]1[cH:4][c:5]([CH2:11][CH2:12][C:13](=[O:14])[OH:15])[cH:6][cH:7][c:8]1[O:9][CH3:10].[Cl:16][C:17]([O:18][CH2:19][CH3:20])=[O:21].[NH4+:22].[OH-:23]>>[CH3:1][O:2][c:3]1[cH:4][c:5]([CH2:11][CH2:12][C:13](=[O:15])[NH2:22])[cH:6][cH:7][c:8]1[O:9][CH3:10]. Starting materials: C(C)(C)(C)[Si](OCC#C)(C)C (tert-butyl(dimethyl)(prop-2-yn-1-yloxy)silane), C(C)(C)[Mg]Cl (iPrMgCl), alkyne, Weinreb amide, [NH4+].[Cl-] (NH4Cl), [Li+].[Cl-] (LiCl), CON(C(C)=O)C (N-methoxy-N-methylacetamide). The solvent is C1CCOC1 (THF), C1CCOC1 (THF). Conditions: temperature -10 celsius, time 10 minute. The product is [Si](C)(C)(C(C)(C)C)OCC#CC(C)=O (5-{[tert-butyl(dimethyl)silyl]oxy}pent-3-yn-2-one). Isolated yield 70.6%. RXN SMILES: [C:1]([Si:5]([CH3:11])([CH3:10])[O:6][CH2:7][C:8]#[CH:9])([CH3:4])([CH3:3])[CH3:2].C([Mg]Cl)(C)C.[Li+].[Cl-].CON(C)[C:22](=[O:24])[CH3:23].[NH4+].[Cl-]>C1COCC1>[Si:5]([O:6][CH2:7][C:8]#[C:9][C:22](=[O:24])[CH3:23])([C:1]([CH3:3])([CH3:4])[CH3:2])([CH3:10])[CH3:11] |f:2.3,5.6|. Procedure details: To a −40° C. solution of tert-butyl(dimethyl)(prop-2-yn-1-yloxy)silane (1.70 g, 10 mmol) in THF (6 mL) was added iPrMgCl.LiCl (8.46 mL, 11 mmol) dropwise keeping the internal temperature below −20° C. A solution of the N-methoxy-N-methylacetamide (1.13 g, 11.0 mmol) in THF (4 mL) was cooled to −10° C. and the alkyne solution was added to the Weinreb amide solution via cannula. The reaction mixture was stirred at −10° C. for 10 minutes. The reaction mixture was poured into a mixture of saturated ... Reactants: CNS(=O)(=O)Cc1ccc(N)cc1, COc1ccc2c(c1)c(CC(=O)O)c(C)n2C(=O)c1ccc(Cl)cc1 (indomethacin). The reagents and catalysts are Cn1ccnc1 (1-Methylimidazole), CN(C)C(=[O+]c1c(F)c(F)c(F)c(F)c1F)N(C)C.F[P-](F)(F)(F)(F)F (PFTU). Solvent: C1CCOC1 (THF), C1CCOC1 (THF). Reaction conditions: temperature 25 celsius, time 24 hour. Yields the product CNS(=O)(=O)Cc1ccc(NC(=O)Cc2c(C)n(C(=O)c3ccc(Cl)cc3)c3ccc(OC)cc23)cc1. The yield is 60.0%.